From a dataset of the Open Reaction Database (ORD), a public repository of structured organic reaction records. describe an organic reaction: reactants, conditions, products, and yield Starting materials: Cl.CC(C)C1=C(C=CC=C1)N=C(N)C=1SC(=C(C1C=1N=CSC1)N)SC ([2-(Methylethyl)phenyl]amino{(1,3-thiazol-4-yl))-5-methylthiothiophene-2-carboxamidine hydrochloride), Br.CC(C)C1=C(C=CC=C1)NC=1SC=C(N1)C=1C=C(SC1C)C(=S)OC (Methyl 4-(2-{[2-(methylethyl)phenyl]amino}(1,3-thiazol-4-yl))-5-methylthiothiophene-2-carboxylate hydrobromide). The product is Cl.CC(C)C1=C(C=CC=C1)NC=1SC=C(N1)C=1C=C(SC1SC)C(=N)N (4-(2-{[2-(methylethyl)phenyl]amino}(1,3-thiazol-4-yl))-5-methylthiothiophene-2-carboxamidine hydrochloride). Yield: 88.0%. As a reaction SMILES: [ClH:1].CC(C1C=CC=CC=1[N:11]=[C:12]([C:14]1[S:15][C:16]([S:25][CH3:26])=[C:17](N)[C:18]=1C1N=CSC=1)[NH2:13])C.Br.[CH3:28][CH:29]([C:31]1[CH:36]=[CH:35][CH:34]=[CH:33][C:32]=1[NH:37][C:38]1[S:39][CH:40]=[C:41](C2C=C(C(OC)=S)SC=2C)[N:42]=1)[CH3:30]>>[ClH:1].[CH3:30][CH:29]([C:31]1[CH:36]=[CH:35][CH:34]=[CH:33][C:32]=1[NH:37][C:38]1[S:39][CH:40]=[C:41]([C:17]2[CH:18]=[C:14]([C:12]([NH2:13])=[NH:11])[S:15][C:16]=2[S:25][CH3:26])[N:42]=1)[CH3:28] |f:0.1,2.3,4.5|. Procedure details: 4-(2-{[2-(Methylethyl)phenyl]amino{(1,3-thiazol-4-yl))-5-methylthiothiophene-2-carboxamidine hydrochloride: Methyl 4-(2-{[2-(methylethyl)phenyl]amino}(1,3-thiazol-4-yl))-5-methylthiothiophene-2-carboxylate hydrobromide (33.1 mg, 0.06 mmol) was treated as described in Example 154, step (b) to give 22.4 mg (88%) of 4-(2-{[2-(methylethyl)phenyl]amino}(1,3-thiazol-4-yl))-5-methylthiothiophene-2-carboxamidine hydrochloride. 1H NMR (DMSO-d6, 300 MHz) δ 1.19 (d, 6H, J=6.8 Hz), 2.70 (s, 3H), 3.32 (m, 1H... The reactants are C(C)(=O)O (Acetic acid), [H-].[Na+] (Sodium hydride), CC(C#C)N1C(NCC1)=O (1-(1-methyl-2-propynyl)-2-imidazolidinone), CI (methyl iodide). The solvent is CO (methanol), C1CCOC1 (THF). Conditions: time 30 minute. The product is CN1C(N(CC1)C(C#C)C)=O (1-methyl-3-(1-methyl-2-propynyl)-2-imidazolidinone). Reaction SMILES: [H-].[Na+].[CH3:3][CH:4]([N:7]1[CH2:11][CH2:10][NH:9][C:8]1=[O:12])[C:5]#[CH:6].CI.[C:15](O)(=O)C>C1COCC1.CO>[CH3:15][N:9]1[CH2:10][CH2:11][N:7]([CH:4]([CH3:3])[C:5]#[CH:6])[C:8]1=[O:12] |f:0.1|. Reported procedure: Sodium hydride (1.2 g of 50% in oil) was added at 0° C. to a stirred solution of 1-(1-methyl-2-propynyl)-2-imidazolidinone (2.1 g) in dry THF (50 mL). After 15 min methyl iodide (3.0 mL) was added and the solution was stirred for an additional 30 min. Acetic acid (0.6 mL) and methanol (3 mL) were added and the solvent was removed under reduced pressure and the residual oil was partitioned between ethyl acetate and sodium hydroxide (10 mL of 2N). The ethyl acetate was removed and the crude produc... Starting materials: CCCCCC.C(C)(=O)OCC (Skellysolve B Ethyl acetate), CC1C(C1)C(=O)NN (2-methylcyclopropanecarboxylic acid hydrazide), C(C)C(=O)C=1C=NC=CC1 (ethyl-3-pyridyl ketone), CCO (EtOH). The reagents and catalysts are C(C)(=O)O (acetic acid). The solvent is CCOCC (ether). Yields the product N1=CC(=CC=C1)C(CC)=NNC(=O)C1C(C1)C (2-methylcyclopropanecarboxylic acid [1-(3-pyridinyl)propylidene]hydrazide). Yield: 29.5%. RXN SMILES: [CH3:1][CH:2]1[CH2:4][CH:3]1[C:5]([NH:7][NH2:8])=[O:6].[CH2:9]([C:11]([C:13]1[CH:14]=[N:15][CH:16]=[CH:17][CH:18]=1)=O)[CH3:10].CCO.CCCCCC.C(OCC)(=O)C>C(O)(=O)C.CCOCC>[N:15]1[CH:16]=[CH:17][CH:18]=[C:13]([C:11](=[N:8][NH:7][C:5]([CH:3]2[CH2:4][CH:2]2[CH3:1])=[O:6])[CH2:9][CH3:10])[CH:14]=1 |f:3.4|. Procedure: A mixture of 8.0 gm (0.07 mole) of 2-methylcyclopropanecarboxylic acid hydrazide, 9.46 gm (0.07 mole) of ethyl-3-pyridyl ketone, 10 drops of glacial acetic acid and 100 ml of EtOH was refluxed 20 hr. Tlc (9:1 Skellysolve B/Ethyl acetate on silica gel) shows no remaining starting material. The reaction mixture was cooled to room temperature and evaporated in vacuo to give a liquid. The liquid solidified on standing. The solid was slurried in ether, collected and dried to give 4.77 gm (29%) of the... Starting materials: COC1=CC=C(CN(C2=NC=C(C=N2)C=2C3=C(N=C(N2)N2CCOCC2)NCC3)CC3=CC=C(C=C3)OC)C=C1 (bis-(4-methoxy-benzyl)-[5-(2-morpholin-4-yl-6,7-dihydro-5H-pyrrolo[2,3-d]pyrimidin-4-yl)-pyrimidin-2-yl]-amine), BrC=1C=C(C=CC1)CC(=O)N1CCN(CC1)CC (2-(3-bromo-phenyl)-1-(4-ethyl-piperazin-1-yl)-ethanone). The product is COC1=CC=C(CN(C2=NC=C(C=N2)C=2C3=C(N=C(N2)N2CCOCC2)N(CC3)C=3C=C(C=CC3)CC(=O)N3CCN(CC3)CC)CC3=CC=C(C=C3)OC)C=C1 (2-[3-(4-{2-[bis-(4-methoxy-benzyl)-amino]-pyrimidin-5-yl}-2-morpholin-4-yl-5,6-dihydro-pyrrolo[2,3-d]pyrimidin-7-yl)-phenyl]-1-(4-ethyl-piperazin-1-yl)-ethanone). As a reaction SMILES: [CH3:1][O:2][C:3]1[CH:40]=[CH:39][C:6]([CH2:7][N:8]([CH2:30][C:31]2[CH:36]=[CH:35][C:34]([O:37][CH3:38])=[CH:33][CH:32]=2)[C:9]2[N:14]=[CH:13][C:12]([C:15]3[C:16]4[CH2:29][CH2:28][NH:27][C:17]=4[N:18]=[C:19]([N:21]4[CH2:26][CH2:25][O:24][CH2:23][CH2:22]4)[N:20]=3)=[CH:11][N:10]=2)=[CH:5][CH:4]=1.Br[C:42]1[CH:43]=[C:44]([CH2:48][C:49]([N:51]2[CH2:56][CH2:55][N:54]([CH2:57][CH3:58])[CH2:53][CH2:52]2)=[O:50])[CH:45]=[CH:46][CH:47]=1>>[CH3:38][O:37][C:34]1[CH:33]=[CH:32][C:31]([CH2:30][N:8]([CH2:7][C:6]2[CH:5]=[CH:4][C:3]([O:2][CH3:1])=[CH:40][CH:39]=2)[C:9]2[N:10]=[CH:11][C:12]([C:15]3[C:16]4[CH2:29][CH2:28][N:27]([C:42]5[CH:43]=[C:44]([CH2:48][C:49]([N:51]6[CH2:52][CH2:53][N:54]([CH2:57][CH3:58])[CH2:55][CH2:56]6)=[O:50])[CH:45]=[CH:46][CH:47]=5)[C:17]=4[N:18]=[C:19]([N:21]4[CH2:26][CH2:25][O:24][CH2:23][CH2:22]4)[N:20]=3)=[CH:13][N:14]=2)=[CH:36][CH:35]=1. Reported procedure: Using bis-(4-methoxy-benzyl)-[5-(2-morpholin-4-yl-6,7-dihydro-5H-pyrrolo[2,3-d]pyrimidin-4-yl)-pyrimidin-2-yl]-amine (200 mg) and 2-(3-bromo-phenyl)-1-(4-ethyl-piperazin-1-yl)-ethanone (137 mg) instead of 4-chloropicolinic acid t-butylamide, in the same manner as Example 1-D-07, a crude product of 2-[3-(4-{2-[bis-(4-methoxy-benzyl)-amino]-pyrimidin-5-yl}-2-morpholin-4-yl-5,6-dihydro-pyrrolo[2,3-d]pyrimidin-7-yl)-phenyl]-1-(4-ethyl-piperazin-1-yl)-ethanone was obtained, and further PMB group was ... Reaction SMILES: [C:24](=[O:25])([O-:26])[O-:27].[CH2:1]([CH2:2][CH2:3][CH3:4])[O:5][c:6]1[cH:7][cH:8][c:9]([OH:15])[c:10]([C:11](=[O:12])[OH:13])[cH:14]1.[CH3:33][CH2:34][OH:35].[Cl:16][CH2:17][c:18]1[cH:19][cH:20][cH:21][cH:22][cH:23]1.[ClH:32].[K+:28].[K+:29].[Na+:31].[OH-:30].[OH2:36]>>[CH2:1]([CH2:2][CH2:3][CH3:4])[O:5][c:6]1[cH:7][cH:8][c:9]([O:15][CH2:17][c:18]2[cH:19][cH:20][cH:21][cH:22][cH:23]2)[c:10]([C:11](=[O:12])[OH:13])[cH:14]1. Product: CCCCOc1ccc(OCc2ccccc2)c(C(=O)O)c1. Reactants: O=C([O-])[O-], CCCCOc1ccc(O)c(C(=O)O)c1, CCO, ClCc1ccccc1, Cl, [K+], [K+], [Na+], [OH-], O. The reactants are CS(=O)(=O)NCCBr, CC#N, CCN(C(C)C)C(C)C, ClC(Cl)Cl, O=C(NCC1CCNCC1)c1c2n(c3ccccc13)CCCO2. Yields the product CS(=O)(=O)NCCN1CCC(CNC(=O)c2c3n(c4ccccc24)CCCO3)CC1. Reaction SMILES: [Br:33][CH2:34][CH2:35][NH:36][S:37](=[O:38])(=[O:39])[CH3:40].[CH3:41][C:42]#[N:43].[CH:24]([N:25]([CH:26]([CH3:27])[CH3:28])[CH2:29][CH3:30])([CH3:31])[CH3:32].[CH:44]([Cl:45])([Cl:46])[Cl:47].[O:1]1[CH2:2][CH2:3][CH2:4][n:5]2[c:6]1[c:7]([C:14](=[O:15])[NH:16][CH2:17][CH:18]1[CH2:19][CH2:20][NH:21][CH2:22][CH2:23]1)[c:8]1[cH:9][cH:10][cH:11][cH:12][c:13]21>>[O:1]1[CH2:2][CH2:3][CH2:4][n:5]2[c:6]1[c:7]([C:14](=[O:15])[NH:16][CH2:17][CH:18]1[CH2:19][CH2:20][N:21]([CH2:34][CH2:35][NH:36][S:37](=[O:38])(=[O:39])[CH3:40])[CH2:22][CH2:23]1)[c:8]1[cH:9][cH:10][cH:11][cH:12][c:13]21. Reactants: C1(=CC=CC=C1)C=1OC(=C(N1)C(=O)OC)C=1C=NC=CC1 (methyl 2-phenyl-5-(pyridin-3-yl)oxazole-4-carboxylate), [H-].[Al+3].[Li+].[H-].[H-].[H-] (lithium aluminum hydride), [OH-].[Na+] (NaOH), OS(=O)(=O)[O-].[K+] (KHSO4). The solvent is C1CCOC1 (THF), O (Water). Run at temperature 2.5 celsius, time 1 hour. The product is C1(=CC=CC=C1)C=1OC(=C(N1)CO)C=1C=NC=CC1 ((2-Phenyl-5-(pyridin-3-yl)oxazol-4-yl)methanol). Yield: 40.1%. Reaction SMILES: [C:1]1([C:7]2[O:8][C:9]([C:16]3[CH:17]=[N:18][CH:19]=[CH:20][CH:21]=3)=[C:10]([C:12](OC)=[O:13])[N:11]=2)[CH:6]=[CH:5][CH:4]=[CH:3][CH:2]=1.[H-].[Al+3].[Li+].[H-].[H-].[H-].OS([O-])(=O)=O.[K+].[OH-].[Na+]>C1COCC1.O>[C:1]1([C:7]2[O:8][C:9]([C:16]3[CH:17]=[N:18][CH:19]=[CH:20][CH:21]=3)=[C:10]([CH2:12][OH:13])[N:11]=2)[CH:2]=[CH:3][CH:4]=[CH:5][CH:6]=1 |f:1.2.3.4.5.6,7.8,9.10|. Reported procedure: To a solution of methyl 2-phenyl-5-(pyridin-3-yl)oxazole-4-carboxylate (1.33 g, 4.75 mmol) in THF (25 mL) was added dropwise at 0-5° C. lithium aluminum hydride (1M solution in THF, 4.75 mL, 4.75 mmol) over a period of 15 min. The reaction mixture was stirred at 0-5° C. for 1 h. Water (20 mL) was added dropwise over a period of 10 min. The reaction mixture was poured into KHSO4 (10% aqueous solution, 75 mL) and extracted with ethyl acetate (2×100 mL). The organic phase was washed with water (2×5... The reactants are FC1=C(CO)C(=CC(=C1)O)F (2,6-difluoro-4-hydroxybenzyl alcohol), C(C=C)Br (allyl bromide), ClC(=O)N1[C@H](CN(C[C@H]1C)C(=O)OC(C)(C)C)C (cis 1-chlorocarbonyl-2,6-dimethyl-4-tert-butoxycarbonylpiperazine). Yields the product C[C@@H]1N([C@@H](CNC1)C)C(=O)OCC1=C(C=C(C=C1F)OCC=C)F (2,6-Difluoro-4-(2-propenyl)oxybenzyl cis-2,6-dimethylpiperazine-1-carboxylate). As a reaction SMILES: [F:1][C:2]1[CH:9]=[C:8]([OH:10])[CH:7]=[C:6]([F:11])[C:3]=1[CH2:4][OH:5].[CH2:12](Br)[CH:13]=[CH2:14].Cl[C:17]([N:19]1[C@H:24]([CH3:25])[CH2:23][N:22](C(OC(C)(C)C)=O)[CH2:21][C@@H:20]1[CH3:33])=[O:18]>>[CH3:25][C@H:24]1[CH2:23][NH:22][CH2:21][C@@H:20]([CH3:33])[N:19]1[C:17]([O:5][CH2:4][C:3]1[C:2]([F:1])=[CH:9][C:8]([O:10][CH2:14][CH:13]=[CH2:12])=[CH:7][C:6]=1[F:11])=[O:18]. Reported procedure: 2,6-Difluoro-4-(2-propenyl)oxybenzyl cis-2,6-dimethylpiperazine-1-carboxylate was prepared from 2,6-difluoro-4-hydroxybenzyl alcohol, allyl bromide and cis 1-chlorocarbonyl-2,6-dimethyl-4-tert-butoxycarbonylpiperazine according to the methods described for Examples 54 and 96: NMR δH (400 MHz, DMSO-d6) 1.25 (6H, d, J 6.9 Hz), 2.75–2.87 (4H, m), 4.04 (2H, m), 4.51 (2H, dt, J 5.3, 1.5 Hz), 5.14 (2H, s), 5.32 (1H, dq, J 10.5, 1.5 Hz), 5.41 (1H, dq, J 17.3, 1.5 Hz), 6.00 (1H, ddt, J 17.3, 10.5, 5.3 H...